Dataset: the Open Reaction Database (ORD), a public repository of structured organic reaction records. Task: describe an organic reaction: reactants, conditions, products, and yield The reactants are O=C([O-])O, ClCc1coc(-c2ccc(Cl)cc2)n1, N#Cc1c(N)nc(S)c(C#N)c1-c1cncs1, [Na+], CN(C)C=O, O. Product: N#Cc1c(N)nc(SCc2coc(-c3ccc(Cl)cc3)n2)c(C#N)c1-c1cncs1. RXN SMILES: [C:32](=[O:33])([OH:34])[O-:35].[Cl:18][CH2:19][c:20]1[n:21][c:22](-[c:25]2[cH:26][cH:27][c:28]([Cl:31])[cH:29][cH:30]2)[o:23][cH:24]1.[NH2:1][c:2]1[n:3][c:4]([SH:17])[c:5]([C:15]#[N:16])[c:6](-[c:10]2[cH:11][n:12][cH:13][s:14]2)[c:7]1[C:8]#[N:9].[Na+:36].[O:38]=[CH:39][N:40]([CH3:41])[CH3:42].[OH2:37]>>[NH2:1][c:2]1[n:3][c:4]([S:17][CH2:19][c:20]2[n:21][c:22](-[c:25]3[cH:26][cH:27][c:28]([Cl:31])[cH:29][cH:30]3)[o:23][cH:24]2)[c:5]([C:15]#[N:16])[c:6](-[c:10]2[cH:11][n:12][cH:13][s:14]2)[c:7]1[C:8]#[N:9]. The reactants are CN[C@@H]1CN(CC1)C(=O)C1=CC=CC=C1 ((S)-(3-(Methylamino)pyrrolidin-1-yl)(phenyl)methanone), C(=O)(OC(C)(C)C)N1C(CC1)=O (N-Boc azetidinone), C(=O)(O)[O-].[Na+] (NaHCO3), [BH-](OC(=O)C)(OC(=O)C)OC(=O)C.[Na+] (Na(OAc)3BH). Solvent: ClCCCl (1,2-DCE), C(C)(=O)O (acetic acid). Run at time 4 hour. Yields the product C(C)(C)(C)OC(=O)N1CC(C1)N(C)[C@@H]1CN(CC1)C(C1=CC=CC=C1)=O ((S)-tert-Butyl-3-((1-benzoylpyrrolidin-3-yl)(methyl)amino)azetidine-1-carboxylate). Isolated yield 78.5%. As a reaction SMILES: [CH3:1][NH:2][C@H:3]1[CH2:7][CH2:6][N:5]([C:8]([C:10]2[CH:15]=[CH:14][CH:13]=[CH:12][CH:11]=2)=[O:9])[CH2:4]1.[C:16]([N:23]1[CH2:26][CH2:25][C:24]1=O)([O:18][C:19]([CH3:22])([CH3:21])[CH3:20])=[O:17].[BH-](OC(C)=O)(OC(C)=O)OC(C)=O.[Na+].C([O-])(O)=O.[Na+]>ClCCCl.C(O)(=O)C>[C:19]([O:18][C:16]([N:23]1[CH2:26][CH:25]([N:2]([C@H:3]2[CH2:7][CH2:6][N:5]([C:8](=[O:9])[C:10]3[CH:15]=[CH:14][CH:13]=[CH:12][CH:11]=3)[CH2:4]2)[CH3:1])[CH2:24]1)=[O:17])([CH3:22])([CH3:21])[CH3:20] |f:2.3,4.5|. Procedure details: To a solution of compound 4d (TFA salt, 124 mg, 0.39 mmol) and compound 1e (94 mg, 0.55 mmol) in 1,2-DCE (2 mL) was added acetic acid (0.1 mL). To this mixture was added Na(OAc)3BH (132 mg, 0.624 mmol). The reaction was stirred at room temperature for 4 h. To the reaction mixture was added aq. NaHCO3, and the resultant mixture was extracted with CH2Cl2. The organic layer was dried over Na2SO4 and concentrated. Purification by flash column chromatography (silica gel, 5% MeOH/EtOAc+0.5% TEA) gave ... RXN SMILES: [Br:1][C:2]1[CH:3]=[N:4][C:5]2[N:6]([N:8]=[C:9]([C:11]([N:13]3[CH2:18][CH2:17][C:16]4[CH:19]=[CH:20][NH:21][C:15]=4[CH:14]3[CH3:22])=[O:12])[CH:10]=2)[CH:7]=1.[NH:23]1[CH:27]=[N:26][N:25]=[N:24]1>>[Br:1][C:2]1[CH:3]=[N:4][C:5]2[N:6]([N:8]=[C:9]([C:11]([N:13]3[CH2:18][CH2:17][C:16]4[CH:19]=[CH:20][N:21]([C:27]5[NH:26][N:25]=[N:24][N:23]=5)[C:15]=4[CH:14]3[CH3:22])=[O:12])[CH:10]=2)[CH:7]=1. Procedure: In close analogy to the procedure described in Example 52, (6-bromo-pyrazolo[1,5-a]pyrimidin-2-yl)-(7-methyl-1,4,5,7-tetrahydro-pyrrolo[2,3-c]pyridin-6-yl)-methanone is reacted with 1H tetrazole to provide the title compound. The product is BrC=1C=NC=2N(C1)N=C(C2)C(=O)N2C(C1=C(CC2)C=CN1C1=NN=NN1)C ((6-Bromo-pyrazolo[1,5-a]pyrimidin-2-yl)-[7-methyl-1-(1H-tetrazol-5-yl)-1,4,5,7-tetrahydro-pyrrolo[2,3-c]pyridin-6-yl]-methanone). Starting materials: BrC=1C=NC=2N(C1)N=C(C2)C(=O)N2C(C1=C(CC2)C=CN1)C ((6-bromo-pyrazolo[1,5-a]pyrimidin-2-yl)-(7-methyl-1,4,5,7-tetrahydro-pyrrolo[2,3-c]pyridin-6-yl)-methanone), N1N=NN=C1 (tetrazole). Reactants: Cc1cccc(C(O)c2cc(C)c(C)o2)n1, ClC(Cl)Cl. Product: Cc1cccc(C(=O)c2cc(C)c(C)o2)n1. As a reaction SMILES: [CH3:1][c:2]1[cH:3][c:4]([CH:8]([OH:9])[c:10]2[n:11][c:12]([CH3:16])[cH:13][cH:14][cH:15]2)[o:5][c:6]1[CH3:7].[CH:17]([Cl:18])([Cl:19])[Cl:20]>>[CH3:1][c:2]1[cH:3][c:4]([C:8](=[O:9])[c:10]2[n:11][c:12]([CH3:16])[cH:13][cH:14][cH:15]2)[o:5][c:6]1[CH3:7]. The reactants are WSC•monohydrochloride, C(NN)(=O)OC(C)(C)C (tert-butyl carbazate), ClC1=CC(=C(OC(C(=O)O)(C)C)C=C1)F (2-(4-chloro-2-fluorophenoxy)-2-methylpropanoic acid). The reagents and catalysts are CN(C1=CC=NC=C1)C (4-(dimethylamino)pyridine). The solvent is C(C)#N (acetonitrile). Run at time 14 hour. Product: ClC1=CC(=C(OC(C(=O)NN)(C)C)C=C1)F (2-(4-chloro-2-fluorophenoxy)-2-methylpropanohydrazide). Isolated yield 68.6%. RXN SMILES: C(OC(C)(C)C)(=O)[NH:2][NH2:3].[Cl:10][C:11]1[CH:23]=[CH:22][C:14]([O:15][C:16]([CH3:21])([CH3:20])[C:17](O)=[O:18])=[C:13]([F:24])[CH:12]=1>CN(C)C1C=CN=CC=1.C(#N)C>[Cl:10][C:11]1[CH:23]=[CH:22][C:14]([O:15][C:16]([CH3:21])([CH3:20])[C:17]([NH:2][NH2:3])=[O:18])=[C:13]([F:24])[CH:12]=1. Procedure: WSC•monohydrochloride (18.1 g), tert-butyl carbazate (10.5 g) and 4-(dimethylamino)pyridine (461 mg) were sequentially added to a solution of 2-(4-chloro-2-fluorophenoxy)-2-methylpropanoic acid (17.6 g) in acetonitrile (170 ml), followed by stirring at room temperature for 14 hours. The reaction solution was concentrated under reduced pressure and ethyl acetate was then added thereto. The organic layer was washed with water, 0.5M hydrochloric acid, saturated aqueous sodium bicarbonate solution-w... The reactants are C(C)(=O)OCC1=C(C(=CC=C1C)[N+](=O)[O-])C (2,6-dimethyl-3-nitrobenzyl acetate), [OH-].[Na+] (sodium hydroxide), O (water). The solvent is CO (methanol). Product: CC1=C(CO)C(=CC=C1[N+](=O)[O-])C (2,6-dimethyl-3-nitrobenzyl alcohol). Isolated yield 82.4%. Reaction SMILES: C([O:4][CH2:5][C:6]1[C:11]([CH3:12])=[CH:10][CH:9]=[C:8]([N+:13]([O-:15])=[O:14])[C:7]=1[CH3:16])(=O)C.[OH-].[Na+].O>CO>[CH3:16][C:7]1[C:8]([N+:13]([O-:15])=[O:14])=[CH:9][CH:10]=[C:11]([CH3:12])[C:6]=1[CH2:5][OH:4] |f:1.2|. Procedure details: To a solution of 2,6-dimethyl-3-nitrobenzyl acetate (26.9 g) in methanol (266 ml) was added aqueous 1N sodium hydroxide solution (133 ml) at ambient temperature for 30 minutes. To the mixture was added water, and the precipitate was collected by filtration to give 2,6-dimethyl-3-nitrobenzyl alcohol (18.0 g) as pale yellow crystals. Run at time 5 hour. Solvent: CCCCCC (n-hexane), CCCCCC (n-hexane). The product is C1(CC1)C(=C)N(CC)CC (1-cyclopropyl-1-diethylaminoethene). Yield: 38.1%. RXN SMILES: [CH3:1][C:2]([CH:4]1[CH2:6][CH2:5]1)=O.[CH2:7]([NH:9][CH2:10][CH3:11])[CH3:8]>CCCCCC.[Ti](Cl)(Cl)(Cl)Cl>[CH:4]1([C:2]([N:9]([CH2:10][CH3:11])[CH2:7][CH3:8])=[CH2:1])[CH2:6][CH2:5]1. Starting materials: CC(=O)C1CC1 (cyclopropyl methyl ketone), C(C)NCC (diethylamine). Procedure details: A solution of titanium tetrachloride (10.4 g) in n-hexane (30 ml) was added dropwise with stirring to a solution of cyclopropyl methyl ketone (8.4 g) and diethylamine (43.9 g) in n-hexane (100 ml) whilst maintaining the temperature below 25° C. The mixture was stirred for 5 hours, filtered and the filtrate was evaporated to dryness to give 1-cyclopropyl-1-diethylaminoethene (5.3 g) as a pale yellow oil, NMR (CDCl3) d=0.5-0.8(m, 4H), 1.1(t, 6H), 1.4(m, 1H), 3:2(q, 4H), 3.45(s, 1H), 3.5(s, 1 H). The reagents and catalysts are [Ti](Cl)(Cl)(Cl)Cl (titanium tetrachloride).